Dataset: the Open Reaction Database (ORD), a public repository of structured organic reaction records. Task: describe an organic reaction: reactants, conditions, products, and yield The reactants are ClC(Cl)Cl, O=C(OO)c1cccc(Cl)c1, O=C(Nc1ccncc1)c1ccc(OCC2CC2)c2oc3ccccc3c12. Product: O=C(c1ccc(OCC2CC2)c2oc3ccccc3c12)[NH+]([O-])c1ccncc1. Reaction SMILES: [CH:39]([Cl:40])([Cl:41])[Cl:42].[Cl:28][c:29]1[cH:30][cH:31][cH:32][c:33]([C:34]([O:35][OH:37])=[O:36])[cH:38]1.[n:1]1[cH:2][cH:3][c:4]([NH:7][C:8](=[O:9])[c:10]2[cH:11][cH:12][c:13]([O:23][CH2:24][CH:25]3[CH2:26][CH2:27]3)[c:14]3[o:15][c:16]4[c:17]([c:18]23)[cH:19][cH:20][cH:21][cH:22]4)[cH:5][cH:6]1>>[n:1]1[cH:2][cH:3][c:4]([NH+:7]([C:8](=[O:9])[c:10]2[cH:11][cH:12][c:13]([O:23][CH2:24][CH:25]3[CH2:26][CH2:27]3)[c:14]3[o:15][c:16]4[c:17]([c:18]23)[cH:19][cH:20][cH:21][cH:22]4)[O-:36])[cH:5][cH:6]1. Starting materials: NC1[C@@H]2N(C(=C(CS2)CSC2=NN=NN2CC=C)C(=O)O)C1=O (7-amino-3-(1-allyl-1H-tetrazol-5-yl)thiomethyl-3-cephem-4-carboxylic acid), C[Si](C)(C)CC(=O)N (trimethylsilylacetamide), P(=O)(Cl)(Cl)Cl (phosphorus oxychloride), CON=C(C(=O)O)C=1N=C(SC1)NC=O (2-methoxyimino-2-(2-formamidothiazol-4-yl)acetic acid). The solvent is C(C)(=O)OCC (ethyl acetate), C(C)(=O)OCC (Ethyl acetate), C(C)(=O)OCC (ethyl acetate), CN(C=O)C (dimethylformamide). Run at time 30 minute. Product: C[N+](=CCl)C.[Cl-] (Vilsmeier reagent), CON=C(C(=O)NC1[C@@H]2N(C(=C(CS2)CSC2=NN=NN2CC=C)C(=O)O)C1=O)C=1N=C(SC1)NC=O (7-[2-methoxyimino-2-(2-formamidothiazol-4-yl)acetamido]-3-(1-allyl-1H-tetrazol-5-yl)thiomethyl-3-cephem-4-carboxylic acid). The yield is 140.4%. RXN SMILES: P(Cl)(Cl)([Cl:3])=O.[CH3:6][O:7][N:8]=[C:9]([C:13]1[N:14]=[C:15]([NH:18][CH:19]=[O:20])[S:16][CH:17]=1)[C:10]([OH:12])=O.[NH2:21][CH:22]1[C:42](=[O:43])[N:24]2[C:25]([C:39]([OH:41])=[O:40])=[C:26]([CH2:29][S:30][C:31]3[N:35]([CH2:36][CH:37]=[CH2:38])[N:34]=[N:33][N:32]=3)[CH2:27][S:28][C@H:23]12.C[Si](CC(N)=O)(C)C>C(OCC)(=O)C.CN(C)C=O>[CH3:23][N+:24]([CH3:42])=[CH:25][Cl:3].[Cl-:3].[CH3:6][O:7][N:8]=[C:9]([C:13]1[N:14]=[C:15]([NH:18][CH:19]=[O:20])[S:16][CH:17]=1)[C:10]([NH:21][CH:22]1[C:42](=[O:43])[N:24]2[C:25]([C:39]([OH:41])=[O:40])=[C:26]([CH2:29][S:30][C:31]3[N:35]([CH2:36][CH:37]=[CH2:38])[N:34]=[N:33][N:32]=3)[CH2:27][S:28][C@H:23]12)=[O:12] |f:6.7|. Reported procedure: The Vilsmeier reagent was prepared from dry dimethylformamide (0.526 g), phosphorus oxychloride (1.10 g) and dry ethyl acetate (1.5 ml) by the conventional method. Ethyl acetate (10 ml) was added thereto and then 2-methoxyimino-2-(2-formamidothiazol-4-yl)acetic acid (syn isomer) (1.50 g) was added thereto at 0° C. The mixture was stirred for 30 minutes at the same temperature. The resulting mixture was added under -10° C. to a stirred solution of 7-amino-3-(1-allyl-1H-tetrazol-5-yl)thiomethyl-3-... Starting materials: I.CN1N=NC=2N(C1=O)C=NC2C(=N)SC (methyl 3-methyl-4-oxo-3,4-dihydroimidazo[5,1-d][1,2,3,5]tetrazine-8-carbimidothioate hydroiodide), NCC(=O)C1=CC=CC=C1 (aminoacetophenone), amidine. Product: I.CN1N=NC=2N(C1=O)C=NC2C(NCC(C2=CC=CC=C2)=O)=N (3-Methyl-4-oxo-N-(2-oxo-2-phenylethyl)-3,4-dihydroimidazo[5,1-d][1,2,3,5]tetrazine-8-carboximidamide hydroiodide). Isolated yield 34.0%. RXN SMILES: [IH:1].[CH3:2][N:3]1[C:8](=[O:9])[N:7]2[CH:10]=[N:11][C:12]([C:13](SC)=[NH:14])=[C:6]2[N:5]=[N:4]1.[NH2:17][CH2:18][C:19]([C:21]1[CH:26]=[CH:25][CH:24]=[CH:23][CH:22]=1)=[O:20]>>[IH:1].[CH3:2][N:3]1[C:8](=[O:9])[N:7]2[CH:10]=[N:11][C:12]([C:13](=[NH:14])[NH:17][CH2:18][C:19](=[O:20])[C:21]3[CH:26]=[CH:25][CH:24]=[CH:23][CH:22]=3)=[C:6]2[N:5]=[N:4]1 |f:0.1,3.4|. Procedure details: Using the general procedure, the title compound was synthesized from methyl 3-methyl-4-oxo-3,4-dihydroimidazo[5,1-d][1,2,3,5]tetrazine-8-carbimidothioate hydroiodide and aminoacetophenone, using a reaction time for the amidine formation of 3.5 hours. Yield 34%. δH (DMSO-d6): 9.69 (2H, m), 9.51 (1H, bs), 9.22 (1H, s), 8.07-8.05 (2H, m), 7.78-7.73 (1H, m), 7.65-7.61 (2H, m), 5.24 (2H, d, J=6.0), 4.06 (3H, s). Starting materials: FC=1C=NC=C(C1)Br (3-fluoro-5-bromopyridine), C(CCC)[Sn](C=C)(CCCC)CCCC (tributyl(vinyl)stannane). Reagents/catalysts: C=1C=CC(=CC1)[P](C=2C=CC=CC2)(C=3C=CC=CC3)[Pd]([P](C=4C=CC=CC4)(C=5C=CC=CC5)C=6C=CC=CC6)([P](C=7C=CC=CC7)(C=8C=CC=CC8)C=9C=CC=CC9)[P](C=1C=CC=CC1)(C=1C=CC=CC1)C=1C=CC=CC1 (tetrakis(triphenylphosphine)palladium). Run in C1(=CC=CC=C1)C (toluene). The product is FC=1C=NC=C(C1)C=C (3-Fluoro-5-vinylpyridine). Reaction SMILES: [F:1][C:2]1[CH:3]=[N:4][CH:5]=[C:6](Br)[CH:7]=1.[CH2:9]([Sn](CCCC)(CCCC)C=C)[CH2:10]CC>C1(C)C=CC=CC=1.C1C=CC([P]([Pd]([P](C2C=CC=CC=2)(C2C=CC=CC=2)C2C=CC=CC=2)([P](C2C=CC=CC=2)(C2C=CC=CC=2)C2C=CC=CC=2)[P](C2C=CC=CC=2)(C2C=CC=CC=2)C2C=CC=CC=2)(C2C=CC=CC=2)C2C=CC=CC=2)=CC=1>[F:1][C:2]1[CH:3]=[N:4][CH:5]=[C:6]([CH:9]=[CH2:10])[CH:7]=1 |^1:34,36,55,74|. Procedure details: A mixture of 7.0 g (0.04 mole) 3-fluoro-5-bromopyridine, 15.3 g (0.048 mole) tributyl(vinyl)stannane, 2.5 g (0.002 mole) tetrakis(triphenylphosphine)palladium in 70 ml toluene was boiled with reflux during 16 hours. Toluene was evaporated with a 30 cm column. The residue was fractionated twice. The reactants are FC(OC1=CC=C2C(=CNC2=C1)C(=O)N=[N+]=[N-])F (6-Difluoromethoxy-1H-indole-3-carbonyl azide), [N-]=C=O (isocyanate). Run in C1(=CC=CC=C1)C (toluene). Product: FC(OC1=CC=C2C(=CNC2=C1)N=C=O)F (6-Difluoromethoxy-3-isocyanato-1H-indole). Reaction SMILES: [F:1][CH:2]([F:18])[O:3][C:4]1[CH:12]=[C:11]2[C:7]([C:8](C(N=[N+]=[N-])=O)=[CH:9][NH:10]2)=[CH:6][CH:5]=1.[N-:19]=[C:20]=[O:21]>C1(C)C=CC=CC=1>[F:18][CH:2]([F:1])[O:3][C:4]1[CH:12]=[C:11]2[C:7]([C:8]([N:19]=[C:20]=[O:21])=[CH:9][NH:10]2)=[CH:6][CH:5]=1. Procedure: To a suspension of 1-carbamoyl-6-difluoromethoxy-1H-indole-3-carboxylic acid (180 mg, 0.66 mmol) in THF (6 mL) was added Et3N (111 μl, 0.8 mmol) and the resulting solution was stirred at RT under nitrogen for 10 min. DDPA (220 μl, 0.8 mmol) was added and the reaction was further stirred at RT under nitrogen for 3 h. TLC indicated consumption of the starting material. The reaction mixture was concentrated and the crude residue was purified by flash column chromatography on silica gel (c-hexane/Et... The reactants are C(C)(C)(C)OC(=O)N1CCC(C(=O)O)CC1 (N-(tert-butoxycarbonyl)-isonipecotic acid), O (Water), C(=O)([O-])[O-].[K+].[K+] (K2CO3). Solvent: O1CCCC1 (tetrahydrofuran). Conditions: temperature 0 celsius, time 8 hour. Yields the product C(C)(C)(C)OC(=O)N1CCC(CC1)CO (N-(tert-Butoxycarbonyl)-4-piperidinemethanol). Yield: 84.5%. Reaction SMILES: [C:1]([O:5][C:6]([N:8]1[CH2:16][CH2:15][CH:11]([C:12](O)=[O:13])[CH2:10][CH2:9]1)=[O:7])([CH3:4])([CH3:3])[CH3:2].O.C([O-])([O-])=O.[K+].[K+]>O1CCCC1>[C:1]([O:5][C:6]([N:8]1[CH2:16][CH2:15][CH:11]([CH2:12][OH:13])[CH2:10][CH2:9]1)=[O:7])([CH3:4])([CH3:3])[CH3:2] |f:2.3.4|. Reported procedure: N-(tert-butoxycarbonyl)-isonipecotic acid (5.73 g, 25 mmol), as prepared in the preceding step, was dissolved in tetrahydrofuran (50 mL) and cooled to 0° C. (ice-bath). Borane-tetrahydrofuran complex (1M, 25 mL, 25 mmol) was added slowly over 30 min. The reaction mixture was stirred at 0° C. overnight and then warmed up to room temperature for 6 h. Water (10 mL) was added slowly and then K2CO3 (5 g in 50 mL water) was added. The reaction mixture was extracted into ethyl acetate (3×50 mL). The or...